From a dataset of the Open Reaction Database (ORD), a public repository of structured organic reaction records. describe an organic reaction: reactants, conditions, products, and yield Starting materials: C1COCCO1, Cl, COc1ccc(-c2nc(NC(=O)C3(c4ccc5c(c4)OC(F)(F)O5)CC3)cc3ccccc23)cn1. Product: O=C(Nc1cc2ccccc2c(-c2ccc(=O)[nH]c2)n1)C1(c2ccc3c(c2)OC(F)(F)O3)CC1. Reaction SMILES: [CH2:36]1[O:37][CH2:38][CH2:39][O:40][CH2:41]1.[ClH:42].[F:1][C:2]1([F:35])[O:3][c:4]2[c:5]([cH:7][cH:8][c:9]([C:11]3([C:14](=[O:15])[NH:16][c:17]4[n:18][c:19](-[c:27]5[cH:28][n:29][c:30]([O:33][CH3:34])[cH:31][cH:32]5)[c:20]5[cH:21][cH:22][cH:23][cH:24][c:25]5[cH:26]4)[CH2:12][CH2:13]3)[cH:10]2)[O:6]1>>[F:1][C:2]1([F:35])[O:3][c:4]2[c:5]([cH:7][cH:8][c:9]([C:11]3([C:14](=[O:15])[NH:16][c:17]4[n:18][c:19](-[c:27]5[cH:28][nH:29][c:30](=[O:33])[cH:31][cH:32]5)[c:20]5[cH:21][cH:22][cH:23][cH:24][c:25]5[cH:26]4)[CH2:12][CH2:13]3)[cH:10]2)[O:6]1.